Dataset: the Open Reaction Database (ORD), a public repository of structured organic reaction records. Task: describe an organic reaction: reactants, conditions, products, and yield Starting materials: N#Cc1cccc(Br)c1, O=C=O, CC(C)(C)n1nc(C2CC(=O)C2)cc1NC(=O)C(F)(F)F, C1CCOC1, CC(C)=O, [Li]CCCC. Product: CC(C)(C)n1nc(C2CC(O)(c3cccc(C#N)c3)C2)cc1NC(=O)C(F)(F)F. As a reaction SMILES: [Br:1][c:2]1[cH:3][c:4]([C:5]#[N:6])[cH:7][cH:8][cH:9]1.[C:14](=[O:15])=[O:16].[C:22]([CH3:23])([CH3:24])([CH3:25])[n:26]1[n:27][c:28]([CH:38]2[CH2:39][C:40](=[O:42])[CH2:41]2)[cH:29][c:30]1[NH:31][C:32]([C:33]([F:34])([F:35])[F:36])=[O:37].[CH2:43]1[O:44][CH2:45][CH2:46][CH2:47]1.[CH3:10][C:11](=[O:12])[CH3:13].[CH3:17][CH2:18][CH2:19][CH2:20][Li:21]>>[c:2]1([C:40]2([OH:42])[CH2:39][CH:38]([c:28]3[n:27][n:26]([C:22]([CH3:23])([CH3:24])[CH3:25])[c:30]([NH:31][C:32]([C:33]([F:34])([F:35])[F:36])=[O:37])[cH:29]3)[CH2:41]2)[cH:3][c:4]([C:5]#[N:6])[cH:7][cH:8][cH:9]1. The reactants are C(CCC)N=C=S (n-butylisothiocyanate), [H-].[Na+] (NaH), CC(=O)C1=C(C=CC(=C1)Cl)OC (5-chloro-2-methoxyacetophenone), ClC(C(C)=O)C(C)=O (3-chloropentane-2,4-dione). Run in CN(C)C=O (DMF), O (water), CN(C)C=O (DMF). Run at temperature 0 celsius, time 2 hour. Product: C(C)(=O)C1=C(N(/C(/S1)=C/C(=O)C1=C(C=CC(=C1)Cl)OC)CCCC)C ((Z)-2-(5-acetyl-3-butyl-4-methylthiazol-2(3H)-ylidene)-1-(5-chloro-2-methoxyphenyl)ethanone). RXN SMILES: [H-].[Na+].[CH3:3][C:4]([C:6]1[CH:11]=[C:10]([Cl:12])[CH:9]=[CH:8][C:7]=1[O:13][CH3:14])=[O:5].[CH2:15]([N:19]=[C:20]=[S:21])[CH2:16][CH2:17][CH3:18].Cl[CH:23]([C:27](=[O:29])[CH3:28])[C:24](=O)[CH3:25]>CN(C=O)C.O>[C:27]([C:23]1[S:21]/[C:20](=[CH:3]\[C:4]([C:6]2[CH:11]=[C:10]([Cl:12])[CH:9]=[CH:8][C:7]=2[O:13][CH3:14])=[O:5])/[N:19]([CH2:15][CH2:16][CH2:17][CH3:18])[C:24]=1[CH3:25])(=[O:29])[CH3:28] |f:0.1|. Reported procedure: To a stirred suspension of NaH (60% in mineral oil, 0.08 g, 2 mmol) in anhydrous DMF (3 mL) at 0° C. was added 5-chloro-2-methoxyacetophenone (0.37 g, 2 mmol) followed by subsequent addition of n-butylisothiocyanate (0.24 mL, 2 mmol) in DMF (3 mL). The mixture was stirred at 0° C. for 2 hours after which 3-chloropentane-2,4-dione (0.23 mL, 2 mmol) was added drop-wise. The mixture was stirred at 0° C. for 2 hours and then heated to 90° C. for 5 hours. The mixture was cooled to ambient temperature... The reactants are C(C)(C)(C)OC(=O)N[C@H](C(=O)O)CCCCCC(CC)=O ((2S)-2-[(tert-butoxycarbonyl)amino]-8-oxodecanoic acid), CCN=C=NCCCN(C)C.Cl (EDC.HCl), C=1C=CC2=C(C1)N=NN2O (HOBt), CN(C)C=O (DMF), amine, CCN(C(C)C)C(C)C (DIPEA), CN(C)C=O (DMF). Reaction conditions: time 1 hour. Yields the product O=C(CNC(=O)[C@H](CCCCCC(CC)=O)NC(OC(C)(C)C)=O)C1=CC2=CC=CC=C2C=C1 (tert-Butyl [(1S)-1-({[2-oxo-(2-naphthyl)ethyl]amino}carbonyl)-7-oxononyl]-carbamate). As a reaction SMILES: [C:1]([O:5][C:6]([NH:8][C@@H:9]([CH2:13][CH2:14][CH2:15][CH2:16][CH2:17][C:18](=[O:21])[CH2:19][CH3:20])[C:10]([OH:12])=O)=[O:7])([CH3:4])([CH3:3])[CH3:2].CCN=C=N[CH2:27][CH2:28][CH2:29][N:30](C)C.Cl.[CH:34]1[CH:35]=[CH:36][C:37]2N(O)N=N[C:38]=2[CH:39]=1.CCN([CH:50]([CH3:52])[CH3:51])C(C)C.CN(C=[O:57])C>>[O:57]=[C:28]([C:27]1[CH:51]=[CH:50][C:52]2[C:35](=[CH:34][CH:39]=[CH:38][CH:37]=2)[CH:36]=1)[CH2:29][NH:30][C:10]([C@@H:9]([NH:8][C:6](=[O:7])[O:5][C:1]([CH3:2])([CH3:3])[CH3:4])[CH2:13][CH2:14][CH2:15][CH2:16][CH2:17][C:18](=[O:21])[CH2:19][CH3:20])=[O:12] |f:1.2|. Procedure details: A solution of (2S)-2-[(tert-butoxycarbonyl)amino]-8-oxodecanoic acid, EDC.HCl (1.3 eq.) and HOBt (1.3 eq.) in DMF was shaken for 5 min. To the mixture was added a solution of crude amine (L2) (1 eq.) and DIPEA (1 eq.) in DMF. The mixture was left to stir for 1 h. It was partitioned between DMF and 1 M NaOH. The DCM phase was washed sequentially with 1 M NaOH, 1 M HCl and brine, dried (Na2SO4) and concentrated under reduced pressure. The residue was purified by chromatography on silica using 50% ... The reactants are stainless steel, C(=O)=O (carbon dioxide), C([O-])([O-])=O.[K+].[K+] (potassium carbonate), ClC(F)F (chlorodifluoromethane), [Na] (sodium), ClC1=CC(=C(C=C1)N1N=C(NC1=O)C)F (4,5-dihydro-1-(4-chloro-2-fluorophenyl)-3-methyl-5-oxo-1H-1,2,4-triazole), ClC(F)F (chlorodifluoromethane). The solvent is O (water), COCCOCCOC (diglyme), O (water). Conditions: temperature 190 celsius, time 2 hour. Product: FC(N1C(=NN(C1=O)C1=C(C=C(C=C1)Cl)F)C)F (4-difluoromethyl-4,5-dihydro-1-(4-chloro-2-fluorophenyl)-3-methyl-5-oxo-1H-1,2,4-triazole). The yield is 89.4%. As a reaction SMILES: [Na].[Cl:2][C:3]1[CH:8]=[CH:7][C:6]([N:9]2[C:13](=[O:14])[NH:12][C:11]([CH3:15])=[N:10]2)=[C:5]([F:16])[CH:4]=1.C(=O)([O-])[O-].[K+].[K+].C(=O)=O.Cl[CH:27]([F:29])[F:28]>COCCOCCOC.O>[F:28][CH:27]([F:29])[N:12]1[C:13](=[O:14])[N:9]([C:6]2[CH:7]=[CH:8][C:3]([Cl:2])=[CH:4][C:5]=2[F:16])[N:10]=[C:11]1[CH3:15] |f:2.3.4,^1:0|. Procedure details: To a one liter stainless steel autoclave equipped with a mechanical stirrer, thermometer, and a gas inlet tube were placed 50.0 grams (0.20 mole--1.0 equiv.) of the sodium salt of 4,5-dihydro-1-(4-chloro-2-fluorophenyl)-3-methyl-5-oxo-1H-1,2,4-triazole and 13.8 grams (0.10 mole--0.5 equiv.) of solid potassium carbonate in 500 mL (% wt/vol. triazole to solvent--10.0%) of diglyme. The autoclave was sealed, and the reaction mixture was warmed to 190° C. Upon reaching 190° C. the reaction vessel was... Starting materials: O (water), C(C)(C)(C)C=1C=C(C(C1)=C(C1=CC=CC=C1)C1=CC=CC=C1)C (3-tert-butyl-1-methyl-6,6-diphenylfulvene), C1=CC=CC=2C3=CC=CC=C3CC12 (fluorene), C(CCC)[Li].CCCCCC (n-butyl lithium hexane). The solvent is C(C)OCC (diethyl ether), C(C)OCC (diethyl ether), C(C)OCC (diethylether). Yields the product C(C)(C)(C)C1=CC(C(=C1)C)C(C1=CC=CC=C1)(C1=CC=CC=C1)C1=CC=CC=2C3=CC=CC=C3CC12 ((3-tert-butyl-5-methyl-cyclopentadienyl)(fluorenyl)diphenylmethane), solid. Yield: 13.0%. Reaction SMILES: [CH:1]1[C:13]2[CH2:12][C:11]3[C:6](=[CH:7][CH:8]=[CH:9][CH:10]=3)[C:5]=2[CH:4]=[CH:3][CH:2]=1.C([Li])CCC.CCCCCC.[C:25]([C:29]1[CH:30]=[C:31]([CH3:47])[C:32](=[C:34]([C:41]2[CH:46]=[CH:45][CH:44]=[CH:43][CH:42]=2)[C:35]2[CH:40]=[CH:39][CH:38]=[CH:37][CH:36]=2)[CH:33]=1)([CH3:28])([CH3:27])[CH3:26].O>C(OCC)C>[C:25]([C:29]1[CH:30]=[C:31]([CH3:47])[CH:32]([C:34]([C:1]2[C:13]3[CH2:12][C:11]4[C:6](=[CH:7][CH:8]=[CH:9][CH:10]=4)[C:5]=3[CH:4]=[CH:3][CH:2]=2)([C:35]2[CH:36]=[CH:37][CH:38]=[CH:39][CH:40]=2)[C:41]2[CH:42]=[CH:43][CH:44]=[CH:45][CH:46]=2)[CH:33]=1)([CH3:26])([CH3:27])[CH3:28] |f:1.2|. Procedure details: In a 200 ml three-necked flask equipped with a magnetic stirrer chip and three-way cock thoroughly purged with nitrogen, 1.75 g of fluorene (10.5 mmol) was dissolved in 40 ml of dehydrated diethylether in a nitrogen atmosphere. To the solution, 7.0 ml of an n-butyl lithium/hexane solution (1.58M: 1.1 mmol) was gradually added dropwise in an ice bath and stirred at room temperature over night. The solvent was distilled off under reduced pressure and thereby a reddish orange solid was obtained. In... Reactants: CC(=O)[O-], CCO, COc1ccc(C=O)cc1, Cl, [Na+], O, NO. Yields the product COc1ccc(C=NO)cc1. As a reaction SMILES: [CH3:15][C:16](=[O:17])[O-:18].[CH3:19][CH2:20][OH:21].[CH3:1][O:2][c:3]1[cH:4][cH:5][c:6]([CH:7]=[O:8])[cH:9][cH:10]1.[ClH:11].[Na+:14].[OH2:22].[OH:12][NH2:13]>>[CH3:1][O:2][c:3]1[cH:4][cH:5][c:6]([CH:7]=[N:13][OH:12])[cH:9][cH:10]1. Reactants: O=C=Nc1ccc(OC(F)(F)F)c(Cl)c1, CC1NCCN(CCC(C)(C)C(=O)N2CCC3(CC3)C(O)C2)C1=O. Product: CC1C(=O)N(CCC(C)(C)C(=O)N2CCC3(CC3)C(O)C2)CCN1C(=O)Nc1ccc(OC(F)(F)F)c(Cl)c1. As a reaction SMILES: [Cl:25][c:26]1[c:27]([O:35][C:36]([F:37])([F:38])[F:39])[cH:28][cH:29][c:30]([N:32]=[C:33]=[O:34])[cH:31]1.[OH:1][CH:2]1[C:3]2([CH2:4][CH2:5]2)[CH2:6][CH2:7][N:8]([C:10]([C:11]([CH2:12][CH2:13][N:14]2[C:15](=[O:21])[CH:16]([CH3:20])[NH:17][CH2:18][CH2:19]2)([CH3:22])[CH3:23])=[O:24])[CH2:9]1>>[OH:1][CH:2]1[C:3]2([CH2:4][CH2:5]2)[CH2:6][CH2:7][N:8]([C:10]([C:11]([CH2:12][CH2:13][N:14]2[C:15](=[O:21])[CH:16]([CH3:20])[N:17]([C:33]([NH:32][c:30]3[cH:29][cH:28][c:27]([O:35][C:36]([F:37])([F:38])[F:39])[c:26]([Cl:25])[cH:31]3)=[O:34])[CH2:18][CH2:19]2)([CH3:22])[CH3:23])=[O:24])[CH2:9]1. Starting materials: C(#N)N=C(OC)C=1SC=CC1 (Methyl N-cyano-2-thiophenecarboximidate), C1(=CC=CC=C1)CCN (2-phenylethylamine). Solvent: CO (methanol). Run at time 1 hour. The product is C(#N)NC(=NCCC1=CC=CC=C1)C=1SC=CC1 (N-cyano-N'-(2-phenylethyl)-2-thiophenecarboximidamide). The yield is 98.5%. As a reaction SMILES: [C:1]([N:3]=[C:4]([C:7]1[S:8][CH:9]=[CH:10][CH:11]=1)OC)#[N:2].[C:12]1([CH2:18][CH2:19][NH2:20])[CH:17]=[CH:16][CH:15]=[CH:14][CH:13]=1>CO>[C:1]([NH:3][C:4]([C:7]1[S:8][CH:9]=[CH:10][CH:11]=1)=[N:20][CH2:19][CH2:18][C:12]1[CH:17]=[CH:16][CH:15]=[CH:14][CH:13]=1)#[N:2]. Procedure details: Methyl N-cyano-2-thiophenecarboximidate (0.33 g, 2.0 mmol) was dissolved in methanol (2 ml), and 2-phenylethylamine (0.27 g, 2.2 mmol) was added. The mixture was stirred at room temperature for 1 hour. After the reaction was completed, the reaction solution was concentrated under reduced pressure, and the residue thus obtained was crystallized from diethyl ether-hexane to give the title compound (0.50 g, 1.97 mmol, yield: 98%) as colorless crystals. Reactants: CI, O=[N+]([O-])c1ccc2[nH]c(C=Cc3ccccc3Cl)cc2c1. The product is Cn1c(C=Cc2ccccc2Cl)cc2cc([N+](=O)[O-])ccc21. As a reaction SMILES: [CH3:22][I:23].[Cl:1][c:2]1[c:3]([CH:8]=[CH:9][c:10]2[nH:11][c:12]3[cH:13][cH:14][c:15]([N+:19](=[O:20])[O-:21])[cH:16][c:17]3[cH:18]2)[cH:4][cH:5][cH:6][cH:7]1>>[Cl:1][c:2]1[c:3]([CH:8]=[CH:9][c:10]2[n:11]([CH3:22])[c:12]3[cH:13][cH:14][c:15]([N+:19](=[O:20])[O-:21])[cH:16][c:17]3[cH:18]2)[cH:4][cH:5][cH:6][cH:7]1. The reactants are CS(=O)(=O)OCCC=1C(OC2=C(C1C)C=C(C(=C2)OC)OC)=O (3-[2-(methanesulphonyloxy)ethyl]-6,7-dimethoxy-4-methyl-2H-1-benzopyran-2-one), Cl.COC1=C(C=CC=C1)N1CCNCC1 (1-(2-methoxyphenyl)piperazine hydrochloride). The solvent is C(C)(C)O (isopropanol). Yields the product COC=1C(=CC2=C(C(=C(C(O2)=O)CCN2CCN(CC2)C2=C(C=CC=C2)OC)C)C1)OC (6,7-dimethoxy-3-{2-[4-(2-methoxyphenyl)-1-piperazinyl)ethyl]-4-methyl-2H-1-benzopyran-2-one). Isolated yield 14.0%. RXN SMILES: CS(O[CH2:6][CH2:7][C:8]1[C:9](=[O:23])[O:10][C:11]2[CH:18]=[C:17]([O:19][CH3:20])[C:16]([O:21][CH3:22])=[CH:15][C:12]=2[C:13]=1[CH3:14])(=O)=O.Cl.[CH3:25][O:26][C:27]1[CH:32]=[CH:31][CH:30]=[CH:29][C:28]=1[N:33]1[CH2:38][CH2:37][NH:36][CH2:35][CH2:34]1>C(O)(C)C>[CH3:22][O:21][C:16]1[C:17]([O:19][CH3:20])=[CH:18][C:11]2[O:10][C:9](=[O:23])[C:8]([CH2:7][CH2:6][N:36]3[CH2:35][CH2:34][N:33]([C:28]4[CH:29]=[CH:30][CH:31]=[CH:32][C:27]=4[O:26][CH3:25])[CH2:38][CH2:37]3)=[C:13]([CH3:14])[C:12]=2[CH:15]=1 |f:1.2|. Procedure details: Process A; starting materials: 3-[2-(methanesulphonyloxy)ethyl]-6,7-dimethoxy-4-methyl-2H-1-benzopyran-2-one (Example 28) and 1-(2-methoxyphenyl)piperazine hydrochloride; yield 14%; m.p. 174°-175° C. (from isopropanol).